Dataset: the Open Reaction Database (ORD), a public repository of structured organic reaction records. Task: describe an organic reaction: reactants, conditions, products, and yield Starting materials: N--NO2, [OH-].[Na+] (NaOH), [H+].[B-](F)(F)(F)F (HBF4), NC1=NC(=C2N=CN(C2=N1)[C@H]1[C@@H](OCC2=CC=CC=C2)[C@H](OCC2=CC=CC=C2)[C@H](O1)COCC1=CC=CC=C1)N (2-Amino-9-(2,3,5-tri-O-benzyl-β-D-arabinofuranosyl)adenine). The solvent is O (H2O), C(Cl)(Cl)Cl (CHCl3), C(Cl)(Cl)Cl (CHCl3). Reaction conditions: time 8 hour. The product is C(C1=CC=CC=C1)O[C@@H]1[C@@H](O[C@@H]([C@H]1OCC1=CC=CC=C1)COCC1=CC=CC=C1)N1C2=NC(=NC(=C2N=C1)N)F (9-(2,3,5-Tri-O-benzyl-β-D-arabinofuranosyl)-2-fluoroadenine). As a reaction SMILES: [H+].[B-](F)(F)(F)[F:3].N[C:8]1[N:16]=[C:15]2[C:11]([N:12]=[CH:13][N:14]2[C@@H:17]2[O:37][C@H:36]([CH2:38][O:39][CH2:40][C:41]3[CH:46]=[CH:45][CH:44]=[CH:43][CH:42]=3)[C@@H:27]([O:28][CH2:29][C:30]3[CH:35]=[CH:34][CH:33]=[CH:32][CH:31]=3)[C@@H:18]2[O:19][CH2:20][C:21]2[CH:26]=[CH:25][CH:24]=[CH:23][CH:22]=2)=[C:10]([NH2:47])[N:9]=1.[OH-].[Na+]>C(Cl)(Cl)Cl.O>[CH2:20]([O:19][C@H:18]1[C@H:27]([O:28][CH2:29][C:30]2[CH:35]=[CH:34][CH:33]=[CH:32][CH:31]=2)[C@@H:36]([CH2:38][O:39][CH2:40][C:41]2[CH:46]=[CH:45][CH:44]=[CH:43][CH:42]=2)[O:37][C@H:17]1[N:14]1[CH:13]=[N:12][C:11]2[C:15]1=[N:16][C:8]([F:3])=[N:9][C:10]=2[NH2:47])[C:21]1[CH:26]=[CH:25][CH:24]=[CH:23][CH:22]=1 |f:0.1,3.4|. Procedure: HBF4 (48%) (150 ml) was added to a solution (5°) of 2-amino-9-(2,3,5-tri-O-benzyl-β-D-arabinofuranosyl)adenine (III, 4.6 g, 8.4 mmol) in CHCl3 (60 ml). The resulting mixture was cooled to -10° before a solution of N--NO2 (17 g, 25 mmol) in 4 ml of H2O was added dropwise with stirring. After the addition was complete, the mixture was stirred an additional 40 min. at -10° to -5° before it was diluted with CHCl3 (75 ml), cooled to -20°, and neutralized (pH 5-6) with 50% NaOH. The CHCl3 layer was se... The reactants are NC1=C(C=CC=C1)SC1=C(C#N)C=CC(=C1)C(F)(F)F (2-(2-Aminophenylthio)-4-trifluoromethylbenzonitrile), S(O)(O)(=O)=O (sulphuric acid), [OH-].[Na+] (sodium hydroxide), ice water. Run in C(C)(=O)O (acetic acid), O (water). The product is FC(C1=CC2=C(C(NC3=C(S2)C=CC=C3)=O)C=C1)(F)F (3-Trifluoromethyl-10,11-dihydrodibenzo[b,f][1,4]thiazepin-11-one). As a reaction SMILES: N[C:2]1[CH:7]=[CH:6][CH:5]=[CH:4][C:3]=1[S:8][C:9]1[CH:16]=[C:15]([C:17]([F:20])([F:19])[F:18])[CH:14]=[CH:13][C:10]=1[C:11]#[N:12].S(=O)(=O)(O)[OH:22].[OH-].[Na+]>C(O)(=O)C.O>[F:18][C:17]([F:20])([F:19])[C:15]1[CH:14]=[CH:13][C:10]2[C:11](=[O:22])[NH:12][C:2]3[CH:7]=[CH:6][CH:5]=[CH:4][C:3]=3[S:8][C:9]=2[CH:16]=1 |f:2.3|. Procedure details: 2-(2-Aminophenylthio)-4-trifluoromethylbenzonitrile (12.5 g, 42.5 mmol) in glacial acetic acid (135 ml), water (135 ml), and concentrated sulphuric acid (135 ml) was heated to 125°-130° C. for 2.5 hr before being cooled and added to 1.5 l of ice-water and adjusted to pH 4 with sodium hydroxide solution (10N, 480 ml). The product was extracted into chloroform (1 l), dried (Na2SO4) and evaporated in vacuo. The light brown oil was placed in xylene (800 ml) and refluxed for 18 hr in a Dean-Stark app... Reactants: C(CCC)N(C(=O)N1CCCC2=CC=CC=C12)CC1=CC=C(C=C1)C1=C(C=CC=C1)S(NC(C)(C)C)(=O)=O (1-[N-butyl-N-[[2'-(N-t-butylsulfamoyl)biphenyl-4-yl]methyl]carbamoyl]-1,2,3,4-tetrahydroquinoline), C(=O)(C(F)(F)F)O (TFA), C1(=CC=CC=C1)OC (anisole). Product: C(CCC)N(C(=O)N1CCCC2=CC=CC=C12)CC1=CC=C(C=C1)C1=C(C=CC=C1)S(N)(=O)=O (1-[N-Butyl-N-[(2'-sulfamoylbiphenyl-4-yl)methyl]carbamoyl]-1,2,3,4-tetrahydroquinoline), desired material. Isolated yield 97.0%. Reaction SMILES: [CH2:1]([N:5]([CH2:18][C:19]1[CH:24]=[CH:23][C:22]([C:25]2[CH:30]=[CH:29][CH:28]=[CH:27][C:26]=2[S:31](=[O:38])(=[O:37])[NH:32]C(C)(C)C)=[CH:21][CH:20]=1)[C:6]([N:8]1[C:17]2[C:12](=[CH:13][CH:14]=[CH:15][CH:16]=2)[CH2:11][CH2:10][CH2:9]1)=[O:7])[CH2:2][CH2:3][CH3:4].C(O)(C(F)(F)F)=O.C1(OC)C=CC=CC=1>>[CH2:1]([N:5]([CH2:18][C:19]1[CH:20]=[CH:21][C:22]([C:25]2[CH:30]=[CH:29][CH:28]=[CH:27][C:26]=2[S:31](=[O:37])(=[O:38])[NH2:32])=[CH:23][CH:24]=1)[C:6]([N:8]1[C:17]2[C:12](=[CH:13][CH:14]=[CH:15][CH:16]=2)[CH2:11][CH2:10][CH2:9]1)=[O:7])[CH2:2][CH2:3][CH3:4]. Procedure details: The title compound was prepared from 1-[N-butyl-N-[[2'-(N-t-butylsulfamoyl)biphenyl-4-yl]methyl]carbamoyl]-1,2,3,4-tetrahydroquinoline (from Step A) and TFA in the presence of anisole, according to the procedure of Example 4, Step B, to give a 97% yield of the desired material after flash chromatography as a foam, homogeneous by TLC in 95:5 CH2Cl2 --MeOH; FAB-MS m/e 478 (M+1)+. Starting materials: Cl (hydrochloride), C(C)(=O)NC1=C(C=C(C=C1)C(CNC(C)(C)CC)O)F (1-(4'-acetylamino-3'-fluoro-phenyl)-2-tert.pentylaminoethanol). Product: NC1=C(C=C(C=C1)C(CNC(C)(C)CC)O)F (1-(4'-Amino-3'-fluoro-phenyl)-2-tert.pentylamino-ethanol). Reaction SMILES: Cl.C([NH:5][C:6]1[CH:11]=[CH:10][C:9]([CH:12]([OH:20])[CH2:13][NH:14][C:15]([CH2:18][CH3:19])([CH3:17])[CH3:16])=[CH:8][C:7]=1[F:21])(=O)C>>[NH2:5][C:6]1[CH:11]=[CH:10][C:9]([CH:12]([OH:20])[CH2:13][NH:14][C:15]([CH2:18][CH3:19])([CH3:16])[CH3:17])=[CH:8][C:7]=1[F:21]. Reported procedure: m.p. of the hydrochloride: 153°-155° C. (decomp.), was prepared from 1-(4'-acetylamino-3'-fluoro-phenyl)-2-tert.pentylaminoethanol analogous to Example 4.